From a dataset of the Open Reaction Database (ORD), a public repository of structured organic reaction records. describe an organic reaction: reactants, conditions, products, and yield The reactants are O (water), C1(=CC=C(C=C1)C(=O)OC)C1=CC=C(C=C1)C(=O)OC (dimethyl 4,4′-biphenyldicarboxylate), C1CCOC1 (THF). Solvent: C(Cl)Cl (methylene chloride), C(Cl)Cl (methylene chloride). Run at time 4.5 hour. Product: C1(=CC=C(C=C1)C=O)C1=CC=C(C=C1)C=O (4,4′-biphenyldicarboxaldehyde). The yield is 86.1%. Reaction SMILES: [C:1]1([C:11]2[CH:16]=[CH:15][C:14]([C:17](OC)=[O:18])=[CH:13][CH:12]=2)[CH:6]=[CH:5][C:4]([C:7](OC)=[O:8])=[CH:3][CH:2]=1.C1COCC1.O>C(Cl)Cl>[C:11]1([C:1]2[CH:6]=[CH:5][C:4]([CH:7]=[O:8])=[CH:3][CH:2]=2)[CH:16]=[CH:15][C:14]([CH:17]=[O:18])=[CH:13][CH:12]=1. Procedure details: Next, 27.1 g (0.10 mole) of dimethyl 4,4′-biphenyldicarboxylate and 133.4 g of THF were introduced to a 2000-ml four-necked reaction vessel. To this solution was added the reagent solution prepared above in drops at 5° C. or below. After the dropwise addition, stirring was continued at 15° C. for 4.5 hours. Upon completion of the reaction, extraction was performed by adding in drops 622.2 g of methylene chloride and 411.2 g of water. The methylene chloride layer obtained was concentrated until d... The reactants are C(CCCCCCC)Br (n-octyl bromide), N1C=CC2=CC=CC=C12 (indole), [H-].[Na+] (sodium hydride), O (water). Solvent: CS(=O)C (DMSO), CS(=O)C (DMSO), CS(=O)C (DMSO). Run at temperature 60 celsius. Yields the product C(CCCCCCC)N1C=CC2=CC=CC=C12 (1-(n-octyl)indole). As a reaction SMILES: [NH:1]1[C:9]2[C:4](=[CH:5][CH:6]=[CH:7][CH:8]=2)[CH:3]=[CH:2]1.[H-].[Na+].[CH2:12](Br)[CH2:13][CH2:14][CH2:15][CH2:16][CH2:17][CH2:18][CH3:19].O>CS(C)=O>[CH2:12]([N:1]1[C:9]2[C:4](=[CH:5][CH:6]=[CH:7][CH:8]=2)[CH:3]=[CH:2]1)[CH2:13][CH2:14][CH2:15][CH2:16][CH2:17][CH2:18][CH3:19] |f:1.2|. Procedure details: A solution of indole (1.0 g) in dry DMSO (1 ml) is dropped into a suspension of sodium hydride (60% mineral oil suspension; 0.37 g) in dry DMSO (20 ml). The mixture is heated at 60° C. for 1 h. After cooling to room temperature, the resulting solution is added dropwise with a solution of n-octyl bromide (2.82 ml) in dry DMSO (2.8 ml). After a night at room temperature, the reaction mixture is poured into water (200 ml) and extracted with ethyl acetate (2×50 ml). The combined organic phases are w... Reactants: E1, ClC=1C=C(OC2=C(C=C(C=C2F)CO)F)C=CC1 ((4-(3-chlorophenoxy)-3,5-difluorophenyl)methanol), ClC=1C=C2N(C(N1)=O)CCN2C (7-chloro-1-methyl-2,3-dihydroimidazo[1,2-c]pyrimidin-5(1H)-one), [H-].[Na+] (sodium hydride). Run in CN(C)C=O (DMF). Product: ClC=1C=C(OC2=C(C=C(COC=3C=C4N(C(N3)=O)CCN4C)C=C2F)F)C=CC1 (7-((4-(3-chlorophenoxy)-3,5-difluorobenzyl)oxy)1-methyl-2,3-dihydroimidazo[1,2-c]pyrimidin-5(1H)-one). Reaction SMILES: Cl[C:2]1[CH:3]=[C:4]2[N:11]([CH3:12])[CH2:10][CH2:9][N:5]2[C:6](=[O:8])[N:7]=1.[H-].[Na+].[Cl:15][C:16]1[CH:17]=[C:18]([CH:30]=[CH:31][CH:32]=1)[O:19][C:20]1[C:25]([F:26])=[CH:24][C:23]([CH2:27][OH:28])=[CH:22][C:21]=1[F:29]>CN(C=O)C>[Cl:15][C:16]1[CH:17]=[C:18]([CH:30]=[CH:31][CH:32]=1)[O:19][C:20]1[C:25]([F:26])=[CH:24][C:23]([CH2:27][O:28][C:2]2[CH:3]=[C:4]3[N:11]([CH3:12])[CH2:10][CH2:9][N:5]3[C:6](=[O:8])[N:7]=2)=[CH:22][C:21]=1[F:29] |f:1.2|. Procedure: Prepared in a manner similar to that described for E1 using 7-chloro-1-methyl-2,3-dihydroimidazo[1,2-c]pyrimidin-5(1H)-one (30 mg, 0.162 mmol), sodium hydride (12.93 mg, 0.323 mmol) and (4-(3-chlorophenoxy)-3,5-difluorophenyl)methanol (43.7 mg, 0.162 mmol) in DMF (1.5 mL). Starting materials: BrC=1C=CC(=C(C1)NNC(=O)OC)Cl (methyl 2-(5-bromo-2-chlorophenyl)hydrazine carboxylate), BrC=1C=CC(=C(C1)NNC(=O)OC)Cl (methyl 2-(5-bromo-2-chlorophenyl)hydrazine carboxylate), FC(OC=1C=C(C=CC1)B(O)O)(F)F ([3-(trifluoromethoxy)phenyl]boronic acid), C([O-])([O-])=O.[Cs+].[Cs+] (cesium carbonate), C1(=CC=CC=C1)P(C1=CC=CC=C1)C1=CC=CC=C1 (triphenylphosphine). The reagents and catalysts are C=1C=CC(=CC1)/C=C/C(=O)/C=C/C2=CC=CC=C2.C=1C=CC(=CC1)/C=C/C(=O)/C=C/C2=CC=CC=C2.C=1C=CC(=CC1)/C=C/C(=O)/C=C/C2=CC=CC=C2.[Pd].[Pd] (tris(dibenzylideneacetone)dipalladium). The solvent is C(C)OCC (diethyl ether), C1(=CC=CC=C1)C (toluene), CO (methanol). Yields the product ClC1=C(C=C(C=C1)C1=CC(=CC=C1)OC(F)(F)F)NNC(=O)OC (methyl 2-[4-chloro-3′-(trifluoromethoxy)[1,1′-biphenyl]-3-yl]hydrazine carboxylate). Reaction SMILES: Br[C:2]1[CH:3]=[CH:4][C:5]([Cl:14])=[C:6]([NH:8][NH:9][C:10]([O:12][CH3:13])=[O:11])[CH:7]=1.[F:15][C:16]([F:28])([F:27])[O:17][C:18]1[CH:19]=[C:20](B(O)O)[CH:21]=[CH:22][CH:23]=1.C(=O)([O-])[O-].[Cs+].[Cs+].C1(P(C2C=CC=CC=2)C2C=CC=CC=2)C=CC=CC=1>C1(C)C=CC=CC=1.CO.C(OCC)C.C1C=CC(/C=C/C(/C=C/C2C=CC=CC=2)=O)=CC=1.C1C=CC(/C=C/C(/C=C/C2C=CC=CC=2)=O)=CC=1.C1C=CC(/C=C/C(/C=C/C2C=CC=CC=2)=O)=CC=1.[Pd].[Pd]>[Cl:14][C:5]1[CH:4]=[CH:3][C:2]([C:20]2[CH:21]=[CH:22][CH:23]=[C:18]([O:17][C:16]([F:15])([F:27])[F:28])[CH:19]=2)=[CH:7][C:6]=1[NH:8][NH:9][C:10]([O:12][CH3:13])=[O:11] |f:2.3.4,9.10.11.12.13|. Procedure: A mixture of methyl 2-(5-bromo-2-chlorophenyl)hydrazine carboxylate (i.e. the product of Step B) (1.27 g, 4.5 mmol), [3-(trifluoromethoxy)phenyl]boronic acid (1.85 g, 9 mmol), cesium carbonate (2.9 g, 9 mmol), tris(dibenzylideneacetone)dipalladium (0.18 g, 0.2 mmol) and triphenylphosphine (1.2 g, 4.5 mmol) in toluene (60 mL) and methanol (60 mL) was heated at refluxed for 24 h. After cooling, the reaction mixture was taken up in diethyl ether and washed with water. After drying over sodium sulfa... Starting materials: CCOCC, CS(C)=O, C[S+](C)(C)=O, [H-], [I-], [Na+], O=C(Cn1cncn1)c1ccc(Cl)cc1Cl. Product: Clc1ccc(C2(Cn3cncn3)CO2)c(Cl)c1. RXN SMILES: [CH3:25][CH2:26][O:27][CH2:28][CH3:29].[CH3:30][S:31](=[O:32])[CH3:33].[CH3:4][S+:5]([CH3:6])([CH3:7])=[O:8].[H-:1].[I-:3].[Na+:2].[n:9]1([CH2:14][C:15](=[O:16])[c:17]2[c:18]([Cl:24])[cH:19][c:20]([Cl:23])[cH:21][cH:22]2)[n:10][cH:11][n:12][cH:13]1>>[CH2:4]1[C:15]([CH2:14][n:9]2[n:10][cH:11][n:12][cH:13]2)([c:17]2[c:18]([Cl:24])[cH:19][c:20]([Cl:23])[cH:21][cH:22]2)[O:16]1. Starting materials: [H-].C(C(C)C)[Al+]CC(C)C (diisobutylaluminium hydride), COC=1C=C2C=C(CC2=CC1OC)C#N (5,6-Dimethoxy-1H-indene-2-carbonitrile), Cl (hydrochloric acid), CO (methanol). Run in C1(=CC=CC=C1)C (toluene), C1(=CC=CC=C1)C (toluene). Conditions: temperature -5 celsius, time 15 minute. The product is COC=1C=C2C=C(CC2=CC1OC)C=O (5,6-dimethoxy-1-H-indene-2-carboxaldehyde). Reaction SMILES: [CH3:1][O:2][C:3]1[CH:4]=[C:5]2[C:9](=[CH:10][C:11]=1[O:12][CH3:13])[CH2:8][C:7]([C:14]#N)=[CH:6]2.[H-].C([Al+]CC(C)C)C(C)C.C[OH:27].Cl>C1(C)C=CC=CC=1>[CH3:1][O:2][C:3]1[CH:4]=[C:5]2[C:9](=[CH:10][C:11]=1[O:12][CH3:13])[CH2:8][C:7]([CH:14]=[O:27])=[CH:6]2 |f:1.2|. Procedure: 5,6-Dimethoxy-1H-indene-2-carbonitrile (1.8 g) was suspended in dry toluene (40 ml) under an atmosphere of nitrogen. The reaction mixture was cooled to -5° C. and treated dropwise with a solution of diisobutylaluminium hydride in toluene (1.5M, 13 ml). After 30 minutes the solution was treated with methanol (5 ml) then poured into hydrochloric acid (1M, 200 ml) and stirred for 15 minutes. The resultant solution was extracted into dichloromethane (4×100 ml) then the organic extracts were combined... Procedure: 1.47 g of 3-cyclopropylpyridine-1-oxide [121-1] was dissolved in 15 mL of chloroform, and 1.89 mL of trimethylsilyl cyanide was added thereto. Subsequently, a solution prepared by dissolving 1.3 mL of dimethylcarbamoyl chloride in 5 mL of chloroform was added dropwise over 30 minutes, and was stirred overnight at room temperature. Thereto, 10 mL of 10% aqueous solution of potassium carbonate was added, and the mixture was extracted with chloroform. The organic layer was washed with saturated bri... Reactants: CN(C(=O)Cl)C (dimethylcarbamoyl chloride), C1(CC1)C=1C=[N+](C=CC1)[O-] (3-cyclopropylpyridine 1-oxide), C[Si](C)(C)C#N (trimethylsilyl cyanide), aqueous solution, C([O-])([O-])=O.[K+].[K+] (potassium carbonate). As a reaction SMILES: [CH:1]1([C:4]2[CH:5]=[N+:6]([O-])[CH:7]=[CH:8][CH:9]=2)[CH2:3][CH2:2]1.C[Si]([C:15]#[N:16])(C)C.CN(C)C(Cl)=O.C(=O)([O-])[O-].[K+].[K+]>C(Cl)(Cl)Cl>[CH:1]1([C:4]2[C:5]([C:15]#[N:16])=[N:6][CH:7]=[CH:8][CH:9]=2)[CH2:3][CH2:2]1 |f:3.4.5|. Product: C1(CC1)C=1C(=NC=CC1)C#N (3-cyclopropylpyridine-2-carbonitrile). Solvent: C(Cl)(Cl)Cl (chloroform), C(Cl)(Cl)Cl (chloroform). Reaction conditions: time 8 hour.